describe an organic reaction: reactants, conditions, products, and yield From a dataset of the Open Reaction Database (ORD), a public repository of structured organic reaction records. Reported procedure: The title compound was prepared by the method of Preparation 4b using (R)-6-(6-chloropyridine-3-sulfonyl)-1-(4-fluorophenyl)-4a-methoxymethyl-4,4a,5,6,7,8-hexahydro-1H-1,2,6-triazacyclopenta[b]naphthalene and methylamine. LCMS (Method C): 484 (M+H)+, Retention time 9.8 minutes. The reactants are 4b, ClC1=CC=C(C=N1)S(=O)(=O)N1C[C@]2(CC3=C(C=C2CC1)N(N=C3)C3=CC=C(C=C3)F)COC ((R)-6-(6-chloropyridine-3-sulfonyl)-1-(4-fluorophenyl)-4a-methoxymethyl-4,4a,5,6,7,8-hexahydro-1H-1,2,6-triazacyclopenta[b]naphthalene), CN (methylamine). As a reaction SMILES: Cl[C:2]1[N:7]=[CH:6][C:5]([S:8]([N:11]2[CH2:20][CH2:19][C:18]3[C@:13]([CH2:31][O:32][CH3:33])([CH2:14][C:15]4[CH:23]=[N:22][N:21]([C:24]5[CH:29]=[CH:28][C:27]([F:30])=[CH:26][CH:25]=5)[C:16]=4[CH:17]=3)[CH2:12]2)(=[O:10])=[O:9])=[CH:4][CH:3]=1.[CH3:34][NH2:35]>>[F:30][C:27]1[CH:28]=[CH:29][C:24]([N:21]2[C:16]3[CH:17]=[C:18]4[C@:13]([CH2:31][O:32][CH3:33])([CH2:14][C:15]=3[CH:23]=[N:22]2)[CH2:12][N:11]([S:8]([C:5]2[CH:6]=[N:7][C:2]([NH:35][CH3:34])=[CH:3][CH:4]=2)(=[O:10])=[O:9])[CH2:20][CH2:19]4)=[CH:25][CH:26]=1. The product is FC1=CC=C(C=C1)N1N=CC2=C1C=C1CCN(C[C@]1(C2)COC)S(=O)(=O)C=2C=NC(=CC2)NC ((R)-1-(4-Fluorophenyl)-4a-methoxymethyl-6-[[6-methylamino-3-pyridinyl]sulfonyl]-1,4,7,8-tetrahydro-1,2,6-triazacyclopenta[b]naphthalene). Starting materials: solid, C[O-].[Na+] (sodium methoxide), C(C)ON=C(C(C)=C(C1=C(C=CC=C1)C(C(=O)NC)=NOC)ON)CC(=C)C (2-[2-(2-ethoxyimino-1,4-dimethylpent-4-enylidene-aminooxymethyl)phenyl]-2-methoxyimino-N-methyl acetamide). Run in CN(C)C=O (DMF), CN(C)C=O (DMF). Run at temperature 23 celsius, time 18 hour. Yields the product C(C)ON=C(C(C)=C(C1=C(C=CC=C1)C(C(=O)NC)=NOC)ON)C=C(C)C (2-[2-(2-ethoxyimino-1,4-dimethylpent-3-enylidene-aminooxymethyl)phenyl]-2-methoxyimino-N-methylacetamide). Isolated yield 88.5%. RXN SMILES: C[O-].[Na+].[CH2:4]([O:6][N:7]=[C:8]([CH2:28][C:29]([CH3:31])=[CH2:30])[C:9](=[C:11]([O:26][NH2:27])[C:12]1[CH:17]=[CH:16][CH:15]=[CH:14][C:13]=1[C:18](=[N:23][O:24][CH3:25])[C:19]([NH:21][CH3:22])=[O:20])[CH3:10])[CH3:5]>CN(C=O)C>[CH2:4]([O:6][N:7]=[C:8]([CH:28]=[C:29]([CH3:30])[CH3:31])[C:9](=[C:11]([O:26][NH2:27])[C:12]1[CH:17]=[CH:16][CH:15]=[CH:14][C:13]=1[C:18](=[N:23][O:24][CH3:25])[C:19]([NH:21][CH3:22])=[O:20])[CH3:10])[CH3:5] |f:0.1|. Procedure details: 48.4 g of solid sodium methoxide in 400 ml of DMF were stirred at 23° C. for 3 hours, and 174 g of the amide from Example 8 in 250 ml of DMF were then added dropwise. The mixture was subsequently stirred at 23° C. for 18 hours and then worked-up similarly to Example 6. This gave 154 g of the title compound as a colorless solid which, according to NMR, GC and HPLC analysis, contained approximately 12% of the starting material (Example 8). Starting materials: Cl, Cl, Cl, O=C(O)c1ccc2c(c1)OCO2, NC1CCC(CCN2CCN(c3nccc4c3OCC4)CC2)CC1. Yields the product O=C(NC1CCC(CCN2CCN(c3nccc4c3OCC4)CC2)CC1)c1ccc2c(c1)OCO2. RXN SMILES: [ClH:1].[ClH:2].[ClH:3].[O:28]1[CH2:29][O:30][c:31]2[c:32]1[cH:33][cH:34][c:35]([C:37](=[O:38])[OH:39])[cH:36]2.[O:4]1[CH2:5][CH2:6][c:7]2[c:8]1[c:9]([N:13]1[CH2:14][CH2:15][N:16]([CH2:19][CH2:20][CH:21]3[CH2:22][CH2:23][CH:24]([NH2:27])[CH2:25][CH2:26]3)[CH2:17][CH2:18]1)[n:10][cH:11][cH:12]2>>[O:4]1[CH2:5][CH2:6][c:7]2[c:8]1[c:9]([N:13]1[CH2:14][CH2:15][N:16]([CH2:19][CH2:20][CH:21]3[CH2:22][CH2:23][CH:24]([NH:27][C:37]([c:35]4[cH:34][cH:33][c:32]5[c:31]([cH:36]4)[O:30][CH2:29][O:28]5)=[O:38])[CH2:25][CH2:26]3)[CH2:17][CH2:18]1)[n:10][cH:11][cH:12]2. Starting materials: Cc1cccc(C)n1, ClCCl, O=S(=O)(OS(=O)(=O)C(F)(F)F)C(F)(F)F, COCCOc1ccc(O)c(C=O)c1. Yields the product COCCOc1ccc(OS(=O)(=O)C(F)(F)F)c(C=O)c1. As a reaction SMILES: [CH3:30][c:31]1[n:32][c:33]([CH3:34])[cH:35][cH:36][cH:37]1.[Cl:38][CH2:39][Cl:40].[F:1][C:2]([F:3])([F:4])[S:5](=[O:6])(=[O:7])[O:8][S:9]([C:10]([F:11])([F:12])[F:13])(=[O:14])=[O:15].[OH:16][c:17]1[c:18]([CH:19]=[O:20])[cH:21][c:22]([O:25][CH2:26][CH2:27][O:28][CH3:29])[cH:23][cH:24]1>>[F:1][C:2]([F:3])([F:4])[S:5](=[O:6])(=[O:7])[O:8][c:17]1[c:18]([CH:19]=[O:20])[cH:21][c:22]([O:25][CH2:26][CH2:27][O:28][CH3:29])[cH:23][cH:24]1.